This data is from the Open Reaction Database (ORD), a public repository of structured organic reaction records. The task is: describe an organic reaction: reactants, conditions, products, and yield Reactants: C(C1=CC=CC=C1)C1N(CCCN(C1=O)C)C(=O)OC(C)(C)C (tert-Butyl 2-benzylhexahydro-4-methyl-3-oxo-1H-1,4-diazepine-1-carboxylate), Cl (hydrochoride). The solvent is O1CCOCC1 (dioxane). The product is hydrochloride salt, Cl.C(C1=CC=CC=C1)C1C(N(CCCN1)C)=O (3-Benzylhexahydro-1-methyl-2H-1,4-diazepin-2-one hydrochloride). As a reaction SMILES: [CH2:1]([CH:8]1[C:14](=[O:15])[N:13]([CH3:16])[CH2:12][CH2:11][CH2:10][N:9]1C(OC(C)(C)C)=O)[C:2]1[CH:7]=[CH:6][CH:5]=[CH:4][CH:3]=1.[ClH:24]>O1CCOCC1>[ClH:24].[CH2:1]([CH:8]1[NH:9][CH2:10][CH2:11][CH2:12][N:13]([CH3:16])[C:14]1=[O:15])[C:2]1[CH:3]=[CH:4][CH:5]=[CH:6][CH:7]=1 |f:3.4|. Procedure: tert-Butyl 2-benzylhexahydro-4-methyl-3-oxo-1H-1,4-diazepine-1-carboxylate obtained in Step A was dissolved in 4M hydrochoride in dioxane and evaporated after 2.5 h to yield the hydrochloride salt of the desired compound. Reactants: BrC=1C=NC(=NC1)Cl (5-Bromo-2-chloro-pyrimidine), CC[O-].[Na+] (sodium ethylate). Run in C(C)O (ethanol). Conditions: time 15 hour. Yields the product BrC=1C=NC(=NC1)OCC (5-bromo-2-ethoxy-pyrimidine). Reaction SMILES: [Br:1][C:2]1[CH:3]=[N:4][C:5](Cl)=[N:6][CH:7]=1.[CH3:9][CH2:10][O-:11].[Na+]>C(O)C>[Br:1][C:2]1[CH:3]=[N:4][C:5]([O:11][CH2:10][CH3:9])=[N:6][CH:7]=1 |f:1.2|. Procedure: 5-Bromo-2-chloro-pyrimidine (5.0 g, 25 mmol) is dissolved in ethanol (55 mL) and sodium ethylate (1.81 g, 26.6 mmol) is added in portions. The reaction mixture is stirred for 15 hours at ambient temperature. When the reaction is complete, the solvent is evaporated off, water (200 mL) is added, and then the reaction mixture is extracted with dichloromethane (2×100 mL). The organic phase is dried over Na2SO4, and then evaporated to dryness to yield 5-bromo-2-ethoxy-pyrimidine. Reactants: O=CC1CCN(c2ccc(CN3CCCC3)cc2)CC1, NC1CCCCC1. Yields the product c1cc(N2CCC(CNC3CCCCC3)CC2)ccc1CN1CCCC1. Reaction SMILES: [N:1]1([CH2:6][c:7]2[cH:8][cH:9][c:10]([N:13]3[CH2:14][CH2:15][CH:16]([CH:19]=[O:20])[CH2:17][CH2:18]3)[cH:11][cH:12]2)[CH2:2][CH2:3][CH2:4][CH2:5]1.[NH2:21][CH:22]1[CH2:23][CH2:24][CH2:25][CH2:26][CH2:27]1>>[N:1]1([CH2:6][c:7]2[cH:8][cH:9][c:10]([N:13]3[CH2:14][CH2:15][CH:16]([CH2:19][NH:21][CH:22]4[CH2:23][CH2:24][CH2:25][CH2:26][CH2:27]4)[CH2:17][CH2:18]3)[cH:11][cH:12]2)[CH2:2][CH2:3][CH2:4][CH2:5]1. Reactants: CN1CCC(CC1)C=1C=NC=2C1NC(=CC2)C(=O)OC (methyl 3-(1-methyl-piperidin-4-yl)pyrrolo[3,2-b]pyridine-5-carboxylate), Cl (hydrochloric acid). Yields the product Cl.Cl.CN1CCC(CC1)C=1C=NC=2C1NC(=CC2)C(=O)O (3-(1-methylpiperidin-4-yl)pyrrolo[3,2-b]pyridine-5-carboxylic acid dihydrochloride). The yield is 87.0%. Reaction SMILES: [CH3:1][N:2]1[CH2:7][CH2:6][CH:5]([C:8]2[CH:9]=[N:10][C:11]3[C:12]=2[NH:13][C:14]([C:17]([O:19]C)=[O:18])=[CH:15][CH:16]=3)[CH2:4][CH2:3]1.[ClH:21]>>[ClH:21].[ClH:21].[CH3:1][N:2]1[CH2:3][CH2:4][CH:5]([C:8]2[CH:9]=[N:10][C:11]3[C:12]=2[NH:13][C:14]([C:17]([OH:19])=[O:18])=[CH:15][CH:16]=3)[CH2:6][CH2:7]1 |f:2.3.4|. Procedure: A solution of 0.125 gm (0.46 mMol) methyl 3-(1-methyl-piperidin-4-yl)pyrrolo[3,2-b]pyridine-5-carboxylate in 30 mL 1N hydrochloric acid was heated at reflux for 18 hours. The reaction mixture was concentrated under reduced pressure to provide 0.10 gm (87%) title compound. The reactants are C(C)(C)[N-]C(C)C.[Li+] (lithium diisopropylamide), C(C)OC(CC[C@@H](C)[C@H]1CC[C@H]2[C@@H]3[C@@H](C[C@@H]4C[C@@H](CC[C@]4(C)[C@H]3C[C@@H]([C@]12C)OC(C)=O)OC(C)=O)OC(C)=O)=O (3α,7α,12α-triacetoxy-5β-cholanic acid-ethyl ester), C1CCOC1 (THF), trans-2-(phenylsulfonyl)-3-phenyloxaziridine, C1CCOC1 (THF). Run at temperature -60 celsius, time 15 minute. Yields the product C(C)OC(C(C[C@@H](C)[C@H]1CC[C@H]2[C@@H]3[C@@H](C[C@@H]4C[C@@H](CC[C@]4(C)[C@H]3C[C@@H]([C@]12C)OC(C)=O)OC(C)=O)OC(C)=O)O)=O (3α,7α,12α-triacetoxy-23-hydroxy-5β-cholanic acid-ethyl ester). As a reaction SMILES: [CH2:1]([O:3][C:4](=[O:40])[CH2:5][CH2:6][C@H:7]([C@@H:9]1[C@:26]2([CH3:27])[C@H:12]([C@H:13]3[C@H:23]([CH2:24][C@@H:25]2[O:28][C:29](=[O:31])[CH3:30])[C@:21]2([CH3:22])[C@@H:16]([CH2:17][C@H:18]([O:32][C:33](=[O:35])[CH3:34])[CH2:19][CH2:20]2)[CH2:15][C@H:14]3[O:36][C:37](=[O:39])[CH3:38])[CH2:11][CH2:10]1)[CH3:8])[CH3:2].C([N-]C(C)C)(C)C.[Li+].C1C[O:52]CC1>>[CH2:1]([O:3][C:4](=[O:40])[CH:5]([OH:52])[CH2:6][C@H:7]([C@@H:9]1[C@:26]2([CH3:27])[C@H:12]([C@H:13]3[C@H:23]([CH2:24][C@@H:25]2[O:28][C:29](=[O:31])[CH3:30])[C@:21]2([CH3:22])[C@@H:16]([CH2:17][C@H:18]([O:32][C:33](=[O:35])[CH3:34])[CH2:19][CH2:20]2)[CH2:15][C@H:14]3[O:36][C:37](=[O:39])[CH3:38])[CH2:11][CH2:10]1)[CH3:8])[CH3:2] |f:1.2|. Reported procedure: A solution of 3α,7α,12α-triacetoxy-5β-cholanic acid-ethyl ester (5 mmol) in dry THF (100 ml) was cooled to -78° C. and lithium diisopropylamide (LDA, 5.98 g, 7.5 mmol) was added thereto. After 15 minutes, a solution of trans-2-(phenylsulfonyl)-3-phenyloxaziridine (Davis reagent, 2.06 g, 6.73 mmol) in THF (10 ml) was added. The mixture was stirred at -60° C. for 3 hours. Normal workup, followed by purification over silica gel gave two diastereomers of 3α,7α,12α-triacetoxy-23-hydroxy-5β-cholanic a... RXN SMILES: [CH3:48][S:49]([CH3:50])=[O:51].[Cl:1][c:2]1[cH:3][cH:4][c:5]([C:7](=[O:8])[NH:9][CH2:10][c:11]2[n:12][cH:13][nH:14][cH:15]2)[s:6]1.[Cu:52][I:53].[I:16][c:17]1[c:18]([F:30])[cH:19][c:20](-[n:23]2[c:24](=[O:29])[cH:25][cH:26][cH:27][cH:28]2)[cH:21][cH:22]1.[K+:42].[K+:43].[O-:44][C:45]([O-:46])=[O:47].[OH:31][c:32]1[cH:33][cH:34][cH:35][c:36]2[c:37]1[n:38][cH:39][cH:40][cH:41]2>>[Cl:1][c:2]1[cH:3][cH:4][c:5]([C:7](=[O:8])[NH:9][CH2:10][c:11]2[n:12][cH:13][n:14](-[c:17]3[c:18]([F:30])[cH:19][c:20](-[n:23]4[c:24](=[O:29])[cH:25][cH:26][cH:27][cH:28]4)[cH:21][cH:22]3)[cH:15]2)[s:6]1. The reactants are CS(C)=O, O=C(NCc1c[nH]cn1)c1ccc(Cl)s1, [Cu]I, O=c1ccccn1-c1ccc(I)c(F)c1, [K+], [K+], O=C([O-])[O-], Oc1cccc2cccnc12. The product is O=C(NCc1cn(-c2ccc(-n3ccccc3=O)cc2F)cn1)c1ccc(Cl)s1. Starting materials: ClC1=C(CN2C(=NC3=C2C=C(C=C3C(=O)OC)N3CCOCC3)C(F)F)C=CC=C1Cl (methyl 1-(2,3-dichlorobenzyl)-2-(difluoromethyl)-6-morpholino-1H-benzo[d]imidazole-4-carboxylate), [Li+].[OH-] (LiOH), C1CCOC1 (THF). Reaction conditions: temperature 45 celsius, time 4 hour. Yields the product ClC=1C(=C(C=CC1)CN1C(=NC2=C1C=C(C=C2C(=O)O)N2CCOCC2)C(F)F)C (1-[(3-chloro-2-methylphenyl)methyl]-2-(difluoromethyl)-6-(4-morpholinyl)-1H-benzimidazole-4-carboxylic acid). Yield: 80.0%. RXN SMILES: Cl[C:2]1[C:30]([Cl:31])=[CH:29][CH:28]=[CH:27][C:3]=1[CH2:4][N:5]1[C:9]2[CH:10]=[C:11]([N:18]3[CH2:23][CH2:22][O:21][CH2:20][CH2:19]3)[CH:12]=[C:13]([C:14]([O:16]C)=[O:15])[C:8]=2[N:7]=[C:6]1[CH:24]([F:26])[F:25].[Li+].[OH-].[CH2:34]1COCC1>>[Cl:31][C:30]1[C:2]([CH3:34])=[C:3]([CH2:4][N:5]2[C:9]3[CH:10]=[C:11]([N:18]4[CH2:23][CH2:22][O:21][CH2:20][CH2:19]4)[CH:12]=[C:13]([C:14]([OH:16])=[O:15])[C:8]=3[N:7]=[C:6]2[CH:24]([F:26])[F:25])[CH:27]=[CH:28][CH:29]=1 |f:1.2|. Procedure: A solution of methyl 1-(2,3-dichlorobenzyl)-2-(difluoromethyl)-6-morpholino-1H-benzo[d]imidazole-4-carboxylate (1045 mg, 2.3 mmol) in THF (40 mL) was added into 2 N LiOH (20 mL) and the mixture was stirred at 45° C. for 4 h. It was filtered, the filter cake was added to water (100 mL) and formic acid was added to adjust pH=3. Then a filtration was performed, the filter cake was collected and washed with water (200 mL), dried under vacuum to give the desired product (800 mg, 80%) as a yellow soli... Reactants: CC=1C(=CC=C2C=CC(OC12)=O)O (8-methyl-7-hydroxycoumarin), CC(C)(C#C)O (2-methyl-3-butyn-2-ol), C=1(C(=CC=CC1)C)C (xylene), C1(=CC=C(C=C1)S(=O)(=O)O)C (p-toluenesulfonic acid). Reaction conditions: time 4 hour. Yields the product CC1(C=CC=2C(O1)=C(C=1OC(C=CC1C2)=O)C)C (8,8,10-trimethyl-2H,8H-benzo[1,2-b;5,4-b']dipyran-2-one). The yield is 33.0%. As a reaction SMILES: [CH3:1][C:2]1[C:3]([OH:13])=[CH:4][CH:5]=[C:6]2[C:11]=1[O:10][C:9](=[O:12])[CH:8]=[CH:7]2.[CH3:14][C:15](O)([C:17]#[CH:18])[CH3:16].C1(C)C(C)=CC=CC=1.C1(C)C=CC(S(O)(=O)=O)=CC=1>>[CH3:14][C:15]1([CH3:16])[O:13][C:3]2=[C:2]([CH3:1])[C:11]3[O:10][C:9](=[O:12])[CH:8]=[CH:7][C:6]=3[CH:5]=[C:4]2[CH:18]=[CH:17]1. Procedure: A solution prepared from 5.0 mmol of 8-methyl-7-hydroxycoumarin and 6.0 mmol of 2-methyl-3-butyn-2-ol in 40 ml of xylene containing 0.095 g (0.50 mmol) of p-toluenesulfonic acid was refluxed with magnetic stirring for 4 hours. The solvent was distilled off in vacuo and the oily contents of the flask chilled in an ice-salt water bath to induce crystallization. The white microneedles, 33% yield, were recrystallized from methanol to analytical purity, m.p. 105°-107° C. (lit. m.p. 106°-107° C.). The... Starting materials: C(\C=C\C)(=O)N (crotonamide), C(C)NNCC (diethylhydrazine), CN(C)N (unsymmetrical-dimethylhydrazine), C(C)(C)(C)NC(\C=C(\C)/OC(C1=CC(=C(C(=C1)S(=O)C)Cl)NCC1=CC=CO1)=O)=O (N-tert-butyl-3-(3-furfurylamino-4-chloro-5-methylsulfinylbenzoyloxy)crotonamide). Yields the product C(C)N(NC(C1=CC(=C(C(=C1)S(=O)C)Cl)NCC1=CC=CO1)=O)CC (3-furfurylamino-4-chloro-5-methylsulfinylbenzoic acid 2,2-diethylhydrazide). RXN SMILES: [C:1](N)(=O)/[CH:2]=C/C.CN(N)C.C(NC(=O)/C=C(\O[C:21](=[O:39])[C:22]1[CH:27]=[C:26]([S:28]([CH3:30])=[O:29])[C:25]([Cl:31])=[C:24]([NH:32][CH2:33][C:34]2[O:38][CH:37]=[CH:36][CH:35]=2)[CH:23]=1)/C)(C)(C)C.C([NH:43][NH:44][CH2:45][CH3:46])C>>[CH2:1]([N:44]([CH2:45][CH3:46])[NH:43][C:21](=[O:39])[C:22]1[CH:27]=[C:26]([S:28]([CH3:30])=[O:29])[C:25]([Cl:31])=[C:24]([NH:32][CH2:33][C:34]2[O:38][CH:37]=[CH:36][CH:35]=2)[CH:23]=1)[CH3:2]. Procedure details: By replacing the crotonamide and the unsymmetrical-dimethylhydrazine employed in Example 38 by equimolar quantities of N-tert-butyl-3-(3-furfurylamino-4-chloro-5-methylsulfinylbenzoyloxy)crotonamide and unsymmetrical-diethylhydrazine respectively and then following substantially the same procedure described in Example 38 there is obtained 3-furfurylamino-4-chloro-5-methylsulfinylbenzoic acid 2,2-diethylhydrazide. The reactants are [Al+3], COC(=O)C(C)(C)COc1ccc(Br)cc1C1NC(=O)CC(c2cc(Cl)ccc2Cl)C12C(=O)Nc1cc(Cl)ccc12, C1CCOC1, [H-], [H-], [H-], [H-], [Li+]. The product is CC(C)(CO)COc1ccc(Br)cc1C1NC(=O)CC(c2cc(Cl)ccc2Cl)C12C(=O)Nc1cc(Cl)ccc12. As a reaction SMILES: [Al+3:43].[Br:1][c:2]1[cH:3][cH:4][c:5]([O:33][CH2:34][C:35]([CH3:36])([CH3:37])[C:38](=[O:39])[O:40][CH3:41])[c:6]([CH:8]2[NH:9][C:10](=[O:32])[CH2:11][CH:12]([c:24]3[c:25]([Cl:31])[cH:26][cH:27][c:28]([Cl:30])[cH:29]3)[C:13]23[C:14](=[O:23])[NH:15][c:16]2[cH:17][c:18]([Cl:22])[cH:19][cH:20][c:21]23)[cH:7]1.[CH2:48]1[O:49][CH2:50][CH2:51][CH2:52]1.[H-:42].[H-:45].[H-:46].[H-:47].[Li+:44]>>[Br:1][c:2]1[cH:3][cH:4][c:5]([O:33][CH2:34][C:35]([CH3:36])([CH3:37])[CH2:38][OH:39])[c:6]([CH:8]2[NH:9][C:10](=[O:32])[CH2:11][CH:12]([c:24]3[c:25]([Cl:31])[cH:26][cH:27][c:28]([Cl:30])[cH:29]3)[C:13]23[C:14](=[O:23])[NH:15][c:16]2[cH:17][c:18]([Cl:22])[cH:19][cH:20][c:21]23)[cH:7]1.